Dataset: the Open Reaction Database (ORD), a public repository of structured organic reaction records. Task: describe an organic reaction: reactants, conditions, products, and yield The reactants are CCCCNCC, ClCCCl, COc1ccc2oc(C(=O)C(C)(C)C)c(CC(=O)O)c2c1, CCN(C(C)C)C(C)C, CN(C)C=O, On1nnc2ccccc21. Product: CCCCN(CC)C(=O)Cc1c(C(=O)C(C)(C)C)oc2ccc(OC)cc12. Reaction SMILES: [CH2:32]([CH3:33])[NH:34][CH2:35][CH2:36][CH2:37][CH3:38].[CH2:53]([Cl:54])[CH2:55][Cl:56].[CH3:1][C:2]([C:3](=[O:4])[c:5]1[o:6][c:7]2[c:8]([c:9]1[CH2:10][C:11](=[O:12])[OH:13])[cH:14][c:15]([O:18][CH3:19])[cH:16][cH:17]2)([CH3:20])[CH3:21].[CH:39]([N:40]([CH2:41][CH3:42])[CH:43]([CH3:44])[CH3:45])([CH3:46])[CH3:47].[O:48]=[CH:49][N:50]([CH3:51])[CH3:52].[OH:22][n:23]1[c:24]2[c:25]([cH:26][cH:27][cH:28][cH:29]2)[n:30][n:31]1>>[CH3:1][C:2]([C:3](=[O:4])[c:5]1[o:6][c:7]2[c:8]([c:9]1[CH2:10][C:11](=[O:13])[N:34]([CH2:32][CH3:33])[CH2:35][CH2:36][CH2:37][CH3:38])[cH:14][c:15]([O:18][CH3:19])[cH:16][cH:17]2)([CH3:20])[CH3:21]. Reactants: CO, NC1CCN(Cc2ccccc2)CC1, O=C1OC(=O)c2ccccc21. Product: O=C1c2ccccc2C(=O)N1C1CCN(Cc2ccccc2)CC1. RXN SMILES: [CH3:26][OH:27].[NH2:12][CH:13]1[CH2:14][CH2:15][N:16]([CH2:19][c:20]2[cH:21][cH:22][cH:23][cH:24][cH:25]2)[CH2:17][CH2:18]1.[O:1]=[C:2]1[O:3][C:4](=[O:5])[c:6]2[cH:7][cH:8][cH:9][cH:10][c:11]21>>[C:2]1(=[O:3])[c:11]2[c:6]([cH:7][cH:8][cH:9][cH:10]2)[C:4](=[O:5])[N:12]1[CH:13]1[CH2:14][CH2:15][N:16]([CH2:19][c:20]2[cH:21][cH:22][cH:23][cH:24][cH:25]2)[CH2:17][CH2:18]1. The reactants are OS(=O)(=O)O (H2SO4), ice NaCl, CC1(CCC(C2=CC=CC=C12)=O)C (3,4-dihydro-4,4-dimethyl-naphthalen-1(2H)-one), [N+](=O)(O)[O-] (HNO3), OS(=O)(=O)O (H2SO4). Reaction conditions: time 20 minute. Yields the product CC1(CCC(C2=CC(=CC=C12)[N+](=O)[O-])=O)C (3,4-dihydro-4,4-dimethyl-7-nitro-naphthalen-1(2H)-one). Reaction SMILES: OS(O)(=O)=O.[CH3:6][C:7]1([CH3:18])[C:16]2[C:11](=[CH:12][CH:13]=[CH:14][CH:15]=2)[C:10](=[O:17])[CH2:9][CH2:8]1.[N+:19]([O-])([OH:21])=[O:20]>>[CH3:6][C:7]1([CH3:18])[C:16]2[C:11](=[CH:12][C:13]([N+:19]([O-:21])=[O:20])=[CH:14][CH:15]=2)[C:10](=[O:17])[CH2:9][CH2:8]1. Reported procedure: To 1.7 mL (3.0g, 30.6 mmol, 18M) H2SO4 at 5° C. (ice-NaCl bath) was slowly added 783.0 mg (4.49 mmol) of 3,4-dihydro-4,4-dimethyl-naphthalen-1(2H)-one. A solution of HNO3 (426.7 mg 6.88 mmol, 0.43 mL, 16M), and 1.31 g (0.013 mol, 0.74 mL, 18M) Of H2SO4 were slowly added. After 20 min, ice was added and the resulting mixture was extracted with EtOAc. The combined extracts were concentrated under reduced pressure to give a yellow oil from which the title compound, a pale yellow solid, was isolated... Reactants: BrC(C(=O)OCC)C1=CC2=C(C=C1)OCO2 (ethyl α-bromo-3,4-methylenedioxyphenylacetate), CN(C)C=O (DMF), three, CN(C)C=O (DMF), OC1=C(C=C(C(=O)OC)C=C1)CCC (methyl 4-hydroxy-3-n-propylbenzoate), C([O-])([O-])=O.[Cs+].[Cs+] (cesium carbonate). Reaction conditions: time 2 hour. The product is C(=O)(OC)C1=CC(=C(OC(C(=O)OCC)C2=C(C3=C(C(=C2)O)C3)O)C=C1)CCC (ethyl α-(4-carbomethoxy-2-n-propyl-phenoxy)-3,4-methylenedioxylphenylacetate). Reaction SMILES: [OH:1][C:2]1[CH:11]=[CH:10][C:5]([C:6]([O:8][CH3:9])=[O:7])=[CH:4][C:3]=1[CH2:12][CH2:13][CH3:14].C(=O)([O-])[O-].[Cs+].[Cs+].Br[CH:22]([C:28]1[CH:33]=[CH:32][C:31]2OC[O:36][C:30]=2[CH:29]=1)[C:23]([O:25][CH2:26][CH3:27])=[O:24].CN([CH:40]=[O:41])C>>[C:6]([C:5]1[CH:10]=[CH:11][C:2]([O:1][CH:22]([C:28]2[CH:29]=[C:30]([OH:36])[C:31]3[CH2:33][C:32]=3[C:40]=2[OH:41])[C:23]([O:25][CH2:26][CH3:27])=[O:24])=[C:3]([CH2:12][CH2:13][CH3:14])[CH:4]=1)([O:8][CH3:9])=[O:7] |f:1.2.3|. Procedure details: To a 2 L three necked 24/40 round bottom flask equipped with a mechanical stirrer, a nitrogen inlet and a dropping funnel was first added a solution of 36.0 g (0.185 mol) of methyl 4-hydroxy-3-n-propylbenzoate dissolved in 700 mL of anhydrous DMF followed by 66.4 g (0.204 mol) of cesium carbonate. The flask was purged with nitrogen and the reaction mixture was stirred at room temperature for 2 hours. A solution of 58.5 g (0.204 mol) of ethyl α-bromo-3,4-methylenedioxyphenylacetate dissolved in 1...